Task: describe an organic reaction: reactants, conditions, products, and yield. Dataset: the Open Reaction Database (ORD), a public repository of structured organic reaction records Starting materials: CO, CCOC(C)=O, CC(C)c1cccc(NC(=O)c2ccc([N+](=O)[O-])c(Oc3ncccc3-c3ccncn3)c2)c1. Product: CC(C)c1cccc(NC(=O)c2ccc(N)c(Oc3ncccc3-c3ccncn3)c2)c1. RXN SMILES: [CH3:35][OH:36].[CH3:37][CH2:38][O:39][C:40]([CH3:41])=[O:42].[CH:1]([CH3:2])([CH3:3])[c:4]1[cH:5][c:6]([NH:10][C:11]([c:12]2[cH:13][c:14]([O:21][c:22]3[n:23][cH:24][cH:25][cH:26][c:27]3-[c:28]3[n:29][cH:30][n:31][cH:32][cH:33]3)[c:15]([N+:18]([O-:19])=[O:20])[cH:16][cH:17]2)=[O:34])[cH:7][cH:8][cH:9]1>>[CH:1]([CH3:2])([CH3:3])[c:4]1[cH:5][c:6]([NH:10][C:11]([c:12]2[cH:13][c:14]([O:21][c:22]3[n:23][cH:24][cH:25][cH:26][c:27]3-[c:28]3[n:29][cH:30][n:31][cH:32][cH:33]3)[c:15]([NH2:18])[cH:16][cH:17]2)=[O:34])[cH:7][cH:8][cH:9]1.